The task is: describe an organic reaction: reactants, conditions, products, and yield. This data is from the Open Reaction Database (ORD), a public repository of structured organic reaction records. The reactants are CC(=O)O[BH-](OC(C)=O)OC(C)=O, COC(=O)c1cn(C(=O)OC(C)(C)C)c2nccc(C=O)c12, ClCCl, CC(C)(C)C(N)C(=O)O, [Na+]. The product is COC(=O)c1cn(C(=O)OC(C)(C)C)c2nccc(CNC(C(=O)O)C(C)(C)C)c12. RXN SMILES: [C:1]([O:2][BH-:3]([O:4][C:5](=[O:6])[CH3:7])[O:8][C:9](=[O:10])[CH3:11])(=[O:12])[CH3:13].[CH:24](=[O:25])[c:26]1[c:27]2[c:28]([n:29][cH:30][cH:31]1)[n:32]([C:39](=[O:40])[O:41][C:42]([CH3:43])([CH3:44])[CH3:45])[cH:33][c:34]2[C:35](=[O:36])[O:37][CH3:38].[Cl:46][CH2:47][Cl:48].[NH2:15][CH:16]([C:17](=[O:18])[OH:19])[C:20]([CH3:21])([CH3:22])[CH3:23].[Na+:14]>>[NH:15]([CH:16]([C:17](=[O:18])[OH:19])[C:20]([CH3:21])([CH3:22])[CH3:23])[CH2:24][c:26]1[c:27]2[c:28]([n:29][cH:30][cH:31]1)[n:32]([C:39](=[O:40])[O:41][C:42]([CH3:43])([CH3:44])[CH3:45])[cH:33][c:34]2[C:35](=[O:36])[O:37][CH3:38]. Starting materials: CN(C=C(C(=O)OCC)C(C1=C(C=C(C(=C1)F)Cl)Cl)=O)C (ethyl 3-dimethylamino-2-(2,4-dichloro-5-fluorobenzoyl)acrylate), C1(CC1)N (cyclopropylamine). The solvent is C1(=CC=CC=C1)C (toluene). Yields the product C1(CC1)NC=C(C(=O)OCC)C(C1=C(C=C(C(=C1)F)Cl)Cl)=O (ethyl 3-cyclopropylamino-2-(2,4-dichloro-5-fluorobenzoyl)acrylate). Yield: 93.9%. Reaction SMILES: C[N:2]([CH3:21])[CH:3]=[C:4]([C:10](=[O:20])[C:11]1[CH:16]=[C:15]([F:17])[C:14]([Cl:18])=[CH:13][C:12]=1[Cl:19])[C:5]([O:7][CH2:8][CH3:9])=[O:6].[CH:22]1(N)C[CH2:23]1>C1(C)C=CC=CC=1>[CH:21]1([NH:2][CH:3]=[C:4]([C:10](=[O:20])[C:11]2[CH:16]=[C:15]([F:17])[C:14]([Cl:18])=[CH:13][C:12]=2[Cl:19])[C:5]([O:7][CH2:8][CH3:9])=[O:6])[CH2:23][CH2:22]1. Procedure details: 33.4 g of ethyl 3-dimethylamino-2-(2,4-dichloro-5-fluorobenzoyl)acrylate are heated to boiling under reflux with 7 g of cyclopropylamine and 120 ml of toluene for 1 hour. The gas evolution, the onset of which is initially violent, is then finished. The toluene is removed by distillation in vacuo, and the solid residue is recrystallized from light petroleum. 32.5 g of ethyl 3-cyclopropylamino-2-(2,4-dichloro-5-fluorobenzoyl)acrylate of melting point 89°-91° C. are obtained. Reactants: [BH3-]C#N, CO, CCOC(C)=O, CC(=O)O, O=Cc1ccc(Cl)cc1, NCCNc1nc(Cl)nc2c1ncn2C1CCCC1, [Na+]. Product: Clc1ccc(CNCCNc2nc(Cl)nc3c2ncn3C2CCCC2)cc1. Reaction SMILES: [C:31]([BH3-:32])#[N:33].[CH3:29][OH:30].[CH3:35][CH2:36][O:37][C:38]([CH3:39])=[O:40].[CH3:41][C:42](=[O:43])[OH:44].[Cl:20][c:21]1[cH:22][cH:23][c:24]([CH:25]=[O:26])[cH:27][cH:28]1.[NH2:1][CH2:2][CH2:3][NH:4][c:5]1[c:6]2[n:7][cH:8][n:9]([CH:15]3[CH2:16][CH2:17][CH2:18][CH2:19]3)[c:10]2[n:11][c:12]([Cl:14])[n:13]1.[Na+:34]>>[NH:1]([CH2:2][CH2:3][NH:4][c:5]1[c:6]2[n:7][cH:8][n:9]([CH:15]3[CH2:16][CH2:17][CH2:18][CH2:19]3)[c:10]2[n:11][c:12]([Cl:14])[n:13]1)[CH2:25][c:24]1[cH:23][cH:22][c:21]([Cl:20])[cH:28][cH:27]1.